The task is: describe an organic reaction: reactants, conditions, products, and yield. This data is from the Open Reaction Database (ORD), a public repository of structured organic reaction records. Reactants: CC1(c2ccc3c(C(F)(F)F)c(OC4CCC(C5CCCC5)CC4)ccc3c2)COC(=O)N1, [Li+], [OH-], O. Yields the product CC(N)(CO)c1ccc2c(C(F)(F)F)c(OC3CCC(C4CCCC4)CC3)ccc2c1. RXN SMILES: [CH:1]1([CH:6]2[CH2:7][CH2:8][CH:9]([O:12][c:13]3[c:14]([C:30]([F:31])([F:32])[F:33])[c:15]4[cH:16][cH:17][c:18]([C:23]5([CH3:29])[NH:24][C:25](=[O:28])[O:26][CH2:27]5)[cH:19][c:20]4[cH:21][cH:22]3)[CH2:10][CH2:11]2)[CH2:2][CH2:3][CH2:4][CH2:5]1.[Li+:34].[OH-:35].[OH2:36]>>[CH:1]1([CH:6]2[CH2:7][CH2:8][CH:9]([O:12][c:13]3[c:14]([C:30]([F:31])([F:32])[F:33])[c:15]4[cH:16][cH:17][c:18]([C:23]([NH2:24])([CH2:27][OH:26])[CH3:29])[cH:19][c:20]4[cH:21][cH:22]3)[CH2:10][CH2:11]2)[CH2:2][CH2:3][CH2:4][CH2:5]1. Starting materials: C1(=CC=CC=C1)C=1C=C(SC1C(F)(F)F)C(=O)Cl (4-phenyl-5-(trifluoromethyl)thiophene-2-carbonyl chloride), [F-].C(CCC)[N+](CCCC)(CCCC)CCCC (tetrabutylammonium fluoride), Example 4 ( 4b ), solution, Example 1 ( 1e ), [Si](C)(C)(C(C)(C)C)OCC1=CC=C(S1)C(N)=NO (5-({[t-butyl(dimethyl)silyl]oxy}methyl)-N′-hydroxythiophene-2-carboximidamide), C(C)(C)N(C(C)C)CC (N,N-diisopropylethylamine). Yields the product crude product, C1(=CC=CC=C1)C=1C=C(SC1C(F)(F)F)C1=NC(=NO1)C1=CC=C(S1)CO ((5-{5-[4-Phenyl-5-(trifluoromethyl)-2-thienyl]-1,2,4-oxadiazol-3-yl}-2-thienyl)methanol). RXN SMILES: [Si]([O:8][CH2:9][C:10]1[S:14][C:13]([C:15](=[N:17][OH:18])[NH2:16])=[CH:12][CH:11]=1)(C(C)(C)C)(C)C.[C:19]1([C:25]2[CH:26]=[C:27]([C:34](Cl)=O)[S:28][C:29]=2[C:30]([F:33])([F:32])[F:31])[CH:24]=[CH:23][CH:22]=[CH:21][CH:20]=1.C(N(CC)C(C)C)(C)C.[F-].C([N+](CCCC)(CCCC)CCCC)CCC>>[C:19]1([C:25]2[CH:26]=[C:27]([C:34]3[O:18][N:17]=[C:15]([C:13]4[S:14][C:10]([CH2:9][OH:8])=[CH:11][CH:12]=4)[N:16]=3)[S:28][C:29]=2[C:30]([F:33])([F:31])[F:32])[CH:20]=[CH:21][CH:22]=[CH:23][CH:24]=1 |f:3.4|. Procedure: The crude product of the title compound was synthesized by conducting the similar reaction to that mentioned in Example 1 (1e) using 5-({[t-butyl(dimethyl)silyl]oxy}methyl)-N′-hydroxythiophene-2-carboximidamide (0.43 g, 1.5 mmol) that was obtained in Example 4 (4b), 4-phenyl-5-(trifluoromethyl)thiophene-2-carbonyl chloride (0.52 g, 1.8 mmol), N,N-diisopropylethylamine (0.52 ml, 3.0 mmol), and a 1.0 M solution of tetrabutylammonium fluoride (3.0 ml, 3.0 mmol). Subsequently, the crude product of t...